From a dataset of the Open Reaction Database (ORD), a public repository of structured organic reaction records. describe an organic reaction: reactants, conditions, products, and yield The reactants are C(CC1=CC=CC=C1)C1=CC(=C(C(=O)OC(C)(C)C)C=C1)NC1=CC=C(C=C1)OC(F)(F)F (tert-butyl 4-phenethyl-2-(4-(trifluoromethoxy)anilino)benzoate). RXN SMILES: [CH2:1]([C:9]1[CH:21]=[CH:20][C:12]([C:13]([O:15]C(C)(C)C)=[O:14])=[C:11]([NH:22][C:23]2[CH:28]=[CH:27][C:26]([O:29][C:30]([F:33])([F:32])[F:31])=[CH:25][CH:24]=2)[CH:10]=1)[CH2:2][C:3]1[CH:8]=[CH:7][CH:6]=[CH:5][CH:4]=1>FC(F)(F)C(O)=O>[CH2:1]([C:9]1[CH:21]=[CH:20][C:12]([C:13]([OH:15])=[O:14])=[C:11]([NH:22][C:23]2[CH:28]=[CH:27][C:26]([O:29][C:30]([F:31])([F:32])[F:33])=[CH:25][CH:24]=2)[CH:10]=1)[CH2:2][C:3]1[CH:4]=[CH:5][CH:6]=[CH:7][CH:8]=1. Reaction conditions: time 2 hour. The solvent is FC(C(=O)O)(F)F (Trifluoroacetic acid). Procedure details: Trifluoroacetic acid 10 mL was added to the obtained tert-butyl 4-phenethyl-2-(4-(trifluoromethoxy)anilino)benzoate, and it was stirred at room temperature for 2 hours. The solvent was removed under reduced pressure,diisopropyl ether was added to the obtained residue, and solid matter was filtrated to give 4-phenethyl-2-(4-(trifluoromethoxy)anilino)benzoic acid 20 mg of white solid. The product is C(CC1=CC=CC=C1)C1=CC(=C(C(=O)O)C=C1)NC1=CC=C(C=C1)OC(F)(F)F (4-phenethyl-2-(4-(trifluoromethoxy)anilino)benzoic acid).